This data is from the Open Reaction Database (ORD), a public repository of structured organic reaction records. The task is: describe an organic reaction: reactants, conditions, products, and yield Starting materials: CCOCC, CC(C)OC(C)C, COc1ccc2c(Cc3c(Cl)cncc3Cl)nnc(Cl)c2c1, [H-], [Na+], CN(C)C=O, Oc1ccccc1. Product: COc1ccc2c(Cc3c(Cl)cncc3Cl)nnc(Oc3ccccc3)c2c1. RXN SMILES: [CH2:39]([O:40][CH2:41][CH3:42])[CH3:43].[CH:32]([O:33][CH:34]([CH3:35])[CH3:36])([CH3:37])[CH3:38].[Cl:10][c:11]1[n:12][n:13][c:14]([CH2:23][c:24]2[c:25]([Cl:31])[cH:26][n:27][cH:28][c:29]2[Cl:30])[c:15]2[cH:16][cH:17][c:18]([O:21][CH3:22])[cH:19][c:20]12.[H-:9].[Na+:8].[O:44]=[CH:45][N:46]([CH3:47])[CH3:48].[OH:1][c:2]1[cH:3][cH:4][cH:5][cH:6][cH:7]1>>[O:1]([c:2]1[cH:3][cH:4][cH:5][cH:6][cH:7]1)[c:11]1[n:12][n:13][c:14]([CH2:23][c:24]2[c:25]([Cl:31])[cH:26][n:27][cH:28][c:29]2[Cl:30])[c:15]2[cH:16][cH:17][c:18]([O:21][CH3:22])[cH:19][c:20]12. The reactants are N1=C(C=CC=C1)CC(=O)O (2-(2-pyridinyl)acetic acid), Cl (HCl), CO (MeOH). Run at time 8 hour. The product is Cl.N1=C(C=CC=C1)CC(=O)OC (Methyl 2-(2-pyridinyl)acetate hydrochloride). Yield: 100.0%. Reaction SMILES: [N:1]1[CH:6]=[CH:5][CH:4]=[CH:3][C:2]=1[CH2:7][C:8]([OH:10])=[O:9].[ClH:11].[CH3:12]O>>[ClH:11].[N:1]1[CH:6]=[CH:5][CH:4]=[CH:3][C:2]=1[CH2:7][C:8]([O:10][CH3:12])=[O:9] |f:3.4|. Procedure: A solution of 2-(2-pyridinyl)acetic acid (0.50 g, 3 mmol; prepared according to J. Prakt. Chem. 1961, 285, 118) in MeOH (20 mL) was saturated with HCl gas at 0° C., then was allowed to warm to RT. After stirring overnight, the reaction was concentrated under vacuum to afford the title compound (0.54 g, 100%) as a colorless solid: 1H NMR (CDCl3) δ8.90 (br s, 1H), 7.89 (m, 2H), 6.89 (t, J=6.5 Hz, 1H), 6.79 (d, J=8 Hz, 1H), 4.21 (m, 2H), 3.81 (s, 3H). Starting materials: C1(=CC=CC=C1)C1(CCCC1)C(=O)O (1-phenylcyclopentanecarboxylic acid), CC(C(C(=O)N[C@H]1CC[C@H]2CN(C[C@H]21)CC2=CC(=CC=C2)C(F)(F)F)C2=CC=CC=C2)C (3-methyl-2-phenyl-N-{(3aS*,4S*,6aR*)-2-[3-(trifluoromethyl)benzyl]octahydrocyclopenta[c]pyrrol-4-yl}butanamide), C(C1=CC=CC=C1)N1C[C@H]2[C@@H](C1)C(CC2)N ((3aS*,6aR*)-2-benzyloctahydrocyclopenta[c]pyrrol-4-amine). Product: C(CC)C(C(=O)N[C@H]1CC[C@H]2CN(C[C@H]21)CC2=CC(=CC=C2)C(F)(F)F)CCC (2-propyl-N-{(3aS*,4S*,6aR*)-2-[3-(trifluoromethyl)benzyl]octahydrocyclopenta[c]pyrrol-4-yl}pentanamide). As a reaction SMILES: [C:1]1([C:7]2(C(O)=O)CCC[CH2:8]2)C=[CH:5][CH:4]=[CH:3][CH:2]=1.CC(C)C(C1C=CC=CC=1)[C:18]([NH:20][C@@H:21]1[C@H:28]2[C@H:24]([CH2:25][N:26]([CH2:29][C:30]3[CH:35]=[CH:34][CH:33]=[C:32]([C:36]([F:39])([F:38])[F:37])[CH:31]=3)[CH2:27]2)[CH2:23][CH2:22]1)=[O:19].C(N1C[C@H]2C(N)CC[C@H]2C1)C1C=CC=CC=1>>[CH2:1]([CH:2]([CH2:3][CH2:4][CH3:5])[C:18]([NH:20][C@@H:21]1[C@H:28]2[C@H:24]([CH2:25][N:26]([CH2:29][C:30]3[CH:35]=[CH:34][CH:33]=[C:32]([C:36]([F:37])([F:38])[F:39])[CH:31]=3)[CH2:27]2)[CH2:23][CH2:22]1)=[O:19])[CH2:7][CH3:8]. Procedure details: The title compound was prepared by substituting 2-propylpentanoic acid for 1-phenylcyclopentanecarboxylic acid and (3aS*,4S*,6aR*)-2-(3-(trifluoromethyl)benzyl)octahydrocyclopenta[c]pyrrol-4-amine from Example 122 Step E for (3aS*,6aR*)-2-benzyloctahydrocyclopenta[c]pyrrol-4-amine in the procedure described for Example 1: 1H NMR (500 MHz, pyridine-d5) δ ppm 7.94 (d, J=6.9, 1H), 7.72 (s, 1H), 7.62 (d, J=7.7, 1H), 7.56 (d, J=7.7, 1H), 7.47 (t, J=7.7, 1H), 4.48 (dt, J=7.3, 14.6, 1H), 3.52 (d, J=13.... Starting materials: CC(=O)O (HOAc), C(=O)(N1C=NC=C1)N1C=NC=C1 (Carbonyldiimidazole), OC1=C2C(=NC=C1C(=O)O)SC(=C2)I (4-hydroxy-2-iodothieno[2,3-b]pyridine-5-carboxylic acid), ClC1=CC=C(CN)C=C1 (4-chlorobenzylamine). Run in CN(C)C=O (DMF). Reaction conditions: temperature 60 celsius, time 18 hour. Product: ClC1=CC=C(CNC(=O)C=2C(=C3C(=NC2)SC(=C3)I)O)C=C1 (N-(4-Chlorobenzyl)-4-hydroxy-2-iodothieno[2,3-b]pyridine-5-carboxamide). Isolated yield 74.0%. Reaction SMILES: C(N1C=CN=C1)(N1C=CN=C1)=O.[OH:13][C:14]1[C:19]([C:20]([OH:22])=O)=[CH:18][N:17]=[C:16]2[S:23][C:24]([I:26])=[CH:25][C:15]=12.[Cl:27][C:28]1[CH:35]=[CH:34][C:31]([CH2:32][NH2:33])=[CH:30][CH:29]=1.CC(O)=O>CN(C=O)C>[Cl:27][C:28]1[CH:35]=[CH:34][C:31]([CH2:32][NH:33][C:20]([C:19]2[C:14]([OH:13])=[C:15]3[CH:25]=[C:24]([I:26])[S:23][C:16]3=[N:17][CH:18]=2)=[O:22])=[CH:30][CH:29]=1. Procedure: Mercuric oxide (7.10 g) and iodine (8.32 g) are added portion-wise to a solution of ethyl 4-hydroxythieno[2,3-b]pyridine-5-carboxylate (J. Heterocyclic Chem. 1977, 14, 807) (5.22 g) in CHCl3 (90 mL). The reaction is stirred at rt for 18 h. The reaction mixture is filtered, and the solid is washed with CHCl3 (400 mL). The organic layer is washed with H2O (200 mL), dried with MgSO4, filtered, and concentrated in vacuo. The resulting orange solid is purified by column chromatography (CH2Cl2:heptane... The reactants are C1(=CC=CC=C1)CC=[N+](C)[O-] (N-(2-phenylethylidene)methylamine N-oxide), C1(C=CCCC1)=O (2-cyclohexenone), C1(C=CCCC1)=O (2-cyclohexenone). Conditions: temperature 100 celsius, time 15 hour. Yields the product C(C1=CC=CC=C1)[C@H]1N(O[C@@H]2[C@H]1C(CCC2)=O)C (rel-(3R*,3aS*,7aS*)-3-benzyl-2-methyl-2,3,3a,4,5,6,7,7a-octahydrobenzo[d]isoxazol-4-one). The yield is 75.0%. RXN SMILES: [C:1]1([CH2:7][CH:8]=[N+:9]([O-:11])[CH3:10])[CH:6]=[CH:5][CH:4]=[CH:3][CH:2]=1.[C:12]1(=[O:18])[CH2:17][CH2:16][CH2:15][CH:14]=[CH:13]1>>[CH2:7]([C@@H:8]1[C@@H:13]2[C:12](=[O:18])[CH2:17][CH2:16][CH2:15][C@@H:14]2[O:11][N:9]1[CH3:10])[C:1]1[CH:6]=[CH:5][CH:4]=[CH:3][CH:2]=1. Procedure: In a dry sealed tube under N2 were placed N-(2-phenylethylidene)methylamine N-oxide (2.0 g, 13.4 mmol) and 2-cyclohexenone (5 ml). The reagents were stirred at 100° C. for 15 hours. Unreacted 2-cyclohexenone was removed by Kugelrohr distillation to yield the crude product as a viscous brown oil (K100%). The crude product was purified by flash chromatography on silica gel (Sorbsil C60, 60A) using 60:40 v/v petroleum ether (fraction of bp 40°-60° C.):ethyl acetate as the solvent system to give the... The reactants are CCOC(C)=O, O=C(O)C(CCSc1ccccc1)(CCSc1ccccc1)C(=O)O. Product: O=C(O)C(CCSc1ccccc1)CCSc1ccccc1. Reaction SMILES: [CH3:26][CH2:27][O:28][C:29](=[O:30])[CH3:31].[c:1]1([S:7][CH2:8][CH2:9][C:10]([C:11](=[O:12])[OH:13])([C:14]([OH:15])=[O:16])[CH2:17][CH2:18][S:19][c:20]2[cH:21][cH:22][cH:23][cH:24][cH:25]2)[cH:2][cH:3][cH:4][cH:5][cH:6]1>>[c:1]1([S:7][CH2:8][CH2:9][CH:10]([C:11](=[O:12])[OH:13])[CH2:17][CH2:18][S:19][c:20]2[cH:21][cH:22][cH:23][cH:24][cH:25]2)[cH:2][cH:3][cH:4][cH:5][cH:6]1. The product is N1(C=NC=2C1=C1C(=NC2)C=CS1)C1(CCC2(OCCO2)CC1)CO ([8-(1H-Imidazo[4,5-d]thieno[3,2-b]pyridin-1-yl)-1,4-dioxaspiro[4.5]dec-8-yl]methanol). Reaction SMILES: [NH2:1][C:2]1[C:3]([NH:11][C:12]2([CH2:22][OH:23])[CH2:21][CH2:20][C:15]3([O:19][CH2:18][CH2:17][O:16]3)[CH2:14][CH2:13]2)=[C:4]2[S:10][CH:9]=[CH:8][C:5]2=[N:6][CH:7]=1.[CH:24]([O-])([O-])OCC.O.C1(C)C=CC(S(O)(=O)=O)=CC=1>C1(C)C=CC=CC=1.CCOC(C)=O>[N:11]1([C:12]2([CH2:22][OH:23])[CH2:21][CH2:20][C:15]3([O:16][CH2:17][CH2:18][O:19]3)[CH2:14][CH2:13]2)[C:3]2=[C:4]3[S:10][CH:9]=[CH:8][C:5]3=[N:6][CH:7]=[C:2]2[N:1]=[CH:24]1 |f:2.3|. Conditions: temperature 85 celsius, time 8 hour. Starting materials: NC=1C(=C2C(=NC1)C=CS2)NC2(CCC1(OCCO1)CC2)CO ({8-[(6-aminothieno[3,2-b]pyridin-7-yl)amino]-1,4-dioxaspiro[4.5]dec-8-yl}methanol), C(OCC)([O-])[O-] (ethyl orthoformate), O.C1(=CC=C(C=C1)S(=O)(=O)O)C (p-toluenesulfonic acid monohydrate). Procedure details: A mixture of {8-[(6-aminothieno[3,2-b]pyridin-7-yl)amino]-1,4-dioxaspiro[4.5]dec-8-yl}methanol (90.0 mg, 0.268 mmol), ethyl orthoformate (112 μL, 0.671 mmol), and p-toluenesulfonic acid monohydrate (5.1 mg, 0.027 mmol) in toluene (3.0 mL) was stirred at 85° C. overnight. The mixture was diluted with EtOAc, then washed with sat. sodium bicarbonate and brine. The organic layer was dried (Na2SO4), filtered and concentrated to give 50 mg (50%) of the desired product. LCMS calculated for C17H20N3O3S ... The solvent is C1(=CC=CC=C1)C (toluene), CCOC(=O)C (EtOAc). Isolated yield 54.0%. Starting materials: CCCC[N+](CCCC)(CCCC)CCCC.[F-] (TBAF), CN1C(=NC2=C1C=CC=C2)CCC#C[Si](C)(C)C (1-methyl-2-(4-trimethylsilanyl-but-3-ynyl)-1H-benzoimidazole), O (water). The solvent is C1CCOC1 (THF). Run at time 2 hour. The product is C(CC#C)C1=NC2=C(N1C)C=CC=C2 (2-but-3-ynyl-1-methyl-1H-benzoimidazole). The yield is 71.0%. Reaction SMILES: CCCC[N+](CCCC)(CCCC)CCCC.[F-].[CH3:19][N:20]1[C:24]2[CH:25]=[CH:26][CH:27]=[CH:28][C:23]=2[N:22]=[C:21]1[CH2:29][CH2:30][C:31]#[C:32][Si](C)(C)C.O>C1COCC1>[CH2:29]([C:21]1[N:20]([CH3:19])[C:24]2[CH:25]=[CH:26][CH:27]=[CH:28][C:23]=2[N:22]=1)[CH2:30][C:31]#[CH:32] |f:0.1|. Procedure details: TBAF (0.24 mL, 0.83 mmol) was added to a solution of 1-methyl-2-(4-trimethylsilanyl-but-3-ynyl)-1H-benzoimidazole (178 mg, 0.69 mmol) in THF (2.5 mL) and the reaction mixture was stirred for 2 hours at room temperature. After the addition of water, the solvent was evaporated and the aqueous phase was extracted with DCM. The organic phase was washed with brine, dried over MgSO4, filtered and evaporated. The crude residue was purified by flash chromatography (cyclohexane/AcOEt 4:1) to yield 90 mg ...